From a dataset of the Open Reaction Database (ORD), a public repository of structured organic reaction records. describe an organic reaction: reactants, conditions, products, and yield Reactants: N1=CC=C(C=C1)C=CC=1C=C(C=NC1Cl)OC[C@@H]1N(CCC1)C (5-(2-(4-pyridinyl)ethenyl)-6-chloro-3-(1-methyl-2-(R)-pyrrolidinylmethoxy)pyridine). Reagents/catalysts: [Pd] (Pd/C). The solvent is CO (MeOH). Reaction conditions: time 16 hour. The product is Cl.Cl.Cl.N1=CC=C(C=C1)CCC=1C=C(C=NC1Cl)OC[C@@H]1N(CCC1)C (5-(2-(4-pyridinyl)ethyl)-6-chloro-3-(1-methyl-2-(R)-pyrrolidinylmethoxy)pyrdine trihydrochloride). Isolated yield 105.5%. Reaction SMILES: [N:1]1[CH:6]=[CH:5][C:4]([CH:7]=[CH:8][C:9]2[CH:10]=[C:11]([O:16][CH2:17][C@H:18]3[CH2:22][CH2:21][CH2:20][N:19]3[CH3:23])[CH:12]=[N:13][C:14]=2[Cl:15])=[CH:3][CH:2]=1>CO.[Pd]>[ClH:15].[ClH:15].[ClH:15].[N:1]1[CH:6]=[CH:5][C:4]([CH2:7][CH2:8][C:9]2[CH:10]=[C:11]([O:16][CH2:17][C@H:18]3[CH2:22][CH2:21][CH2:20][N:19]3[CH3:23])[CH:12]=[N:13][C:14]=2[Cl:15])=[CH:3][CH:2]=1 |f:3.4.5.6|. Reported procedure: A sample of 5-(2-(4-pyridinyl)ethenyl)-6-chloro-3-(1-methyl-2-(R)-pyrrolidinylmethoxy)pyridine from Example 82 (85 mg) was dissolved in MeOH. To this solution was added Pd/C (9.5 mg), and the mixture was stirred under H2 for 16 hours at room temperature. The catalyst was filtered off, and the solvent was removed under vacuum. The residue was chromatographed on a silica gel column, eluting with CH2Cl2 :MeOH 100:3-100:10 to afford to give the free base of the title compound (30 mg). MS (CI/NH3) m/... The reactants are ClC=1C=C(C=C(C1OC1=CC(=C(C=C1)O)C(C)C)Cl)[N+](=O)[O-] (3,5-Dichloro-4-(3'-isopropyl-4'-hydroxyphenoxy)-nitrobenzene), CCOCC (ether), [Si](C)(C)(C(C)(C)C)Cl (t-butyldimethylsilyl chloride), N1C=NC=C1 (imidazole), N,N-dimethylaminopyridine. Run in CN(C=O)C (dimethylformamide). The product is ClC=1C=C(C=C(C1OC1=CC(=C(C=C1)O[Si](C)(C)C(C)(C)C)C(C)C)Cl)[N+](=O)[O-] (3,5-dichloro-4-(3'-isopropyl-4'-t-butyldimethylsiloxyphenoxy)-nitrobenzene). As a reaction SMILES: [Cl:1][C:2]1[CH:3]=[C:4]([N+:20]([O-:22])=[O:21])[CH:5]=[C:6]([Cl:19])[C:7]=1[O:8][C:9]1[CH:14]=[CH:13][C:12]([OH:15])=[C:11]([CH:16]([CH3:18])[CH3:17])[CH:10]=1.[Si:23](Cl)([C:26]([CH3:29])([CH3:28])[CH3:27])([CH3:25])[CH3:24].N1C=CN=C1.CCOCC>CN(C)C=O>[Cl:1][C:2]1[CH:3]=[C:4]([N+:20]([O-:22])=[O:21])[CH:5]=[C:6]([Cl:19])[C:7]=1[O:8][C:9]1[CH:14]=[CH:13][C:12]([O:15][Si:23]([C:26]([CH3:29])([CH3:28])[CH3:27])([CH3:25])[CH3:24])=[C:11]([CH:16]([CH3:18])[CH3:17])[CH:10]=1. Reported procedure: 3,5-Dichloro-4-(3'-isopropyl-4'-hydroxyphenoxy)-nitrobenzene (10.2 g), 6.75 g. of t-butyldimethylsilyl chloride, 4.06 g of imidazole, and 2 mg of N,N-dimethylaminopyridine in 10 ml dimethylformamide are stirred 18 hours at room temperature. The solution is poured into ether and extracted six times with water. The ether is dried, faltered and stripped to afford 3,5-dichloro-4-(3'-isopropyl-4'-t-butyldimethylsiloxyphenoxy)-nitrobenzene. NMR (CDCl3): δ0.2 (6H, s), 1.1 (9H,s), 1.2 (6H,d), 3.3 (1H,m)... Starting materials: FC(OC1=CC=C(C=C1)C(C1CCNCC1)(O)C1=CC=C(C=C1)OC(F)(F)F)(F)F (4-[bis(4-trifluoromethoxyphenyl)hydroxymethyl]piperidine), N1=CC=CC=C1 (pyridine), ClC=1C=C(C(=O)Cl)C=CC1OC (3-chloro-4-methoxybenzoyl chloride). The solvent is O1CCCC1 (tetrahydrofuran), O1CCCC1 (tetrahydrofuran). Conditions: time 15 minute. The product is ClC=1C=C(C=CC1OC)C(=O)N1CCC(CC1)C(O)(C1=CC=C(C=C1)OC(F)(F)F)C1=CC=C(C=C1)OC(F)(F)F (N-(3-chloro-4-methoxyphenylcarbonyl)-4-[bis(4-trifluoromethoxyphenyl)hydroxymethyl]piperidine). RXN SMILES: [F:1][C:2]([F:30])([F:29])[O:3][C:4]1[CH:9]=[CH:8][C:7]([C:10]([C:18]2[CH:23]=[CH:22][C:21]([O:24][C:25]([F:28])([F:27])[F:26])=[CH:20][CH:19]=2)([OH:17])[CH:11]2[CH2:16][CH2:15][NH:14][CH2:13][CH2:12]2)=[CH:6][CH:5]=1.N1C=CC=CC=1.[Cl:37][C:38]1[CH:39]=[C:40]([CH:44]=[CH:45][C:46]=1[O:47][CH3:48])[C:41](Cl)=[O:42]>O1CCCC1>[Cl:37][C:38]1[CH:39]=[C:40]([C:41]([N:14]2[CH2:15][CH2:16][CH:11]([C:10]([C:7]3[CH:6]=[CH:5][C:4]([O:3][C:2]([F:29])([F:1])[F:30])=[CH:9][CH:8]=3)([C:18]3[CH:23]=[CH:22][C:21]([O:24][C:25]([F:28])([F:26])[F:27])=[CH:20][CH:19]=3)[OH:17])[CH2:12][CH2:13]2)=[O:42])[CH:44]=[CH:45][C:46]=1[O:47][CH3:48]. Procedure: In a separate reaction vessel, a solution of 0.5 gram (0.0012 mole) of 4-[bis(4-trifluoromethoxyphenyl)hydroxymethyl]piperidine (prepared in Step B of Example 7) and 0.09 gram (0.0012 mole) of pyridine in a small amount of tetrahydrofuran was stirred, and the solution of 3-chloro-4-methoxybenzoyl chloride in tetrahydrofuran, prepared above, was added. Upon completion of addition, the reaction mixture was stirred at ambient temperature for about 15 minutes and then filtered to remove a white soli... The reactants are [OH-].[Na+] (sodium hydroxide), Cl (hydrochloric acid), ClC=1C(=CC=2C(C3=C(C=CC=C3OC2C1)F)=O)O (3-chloro-8-fluoro-2-hydroxy-9-oxo-9H-xanthene), C([O-])([O-])=O.[K+].[K+] (potassium carbonate), BrCC(=O)OCC (ethyl bromoacetate). The solvent is O (water), CN(C)C=O (DMF). Conditions: time 5 hour. The product is ClC=1C(=CC=2C(C3=C(C=CC=C3OC2C1)F)=O)OCC(=O)O (3-chloro-8-fluoro-9-oxo-9H-xanthene-2-yloxyacetic acid). Isolated yield 37.9%. Reaction SMILES: [Cl:1][C:2]1[C:3]([OH:18])=[CH:4][C:5]2[C:6](=[O:17])[C:7]3[C:12]([O:13][C:14]=2[CH:15]=1)=[CH:11][CH:10]=[CH:9][C:8]=3[F:16].C(=O)([O-])[O-].[K+].[K+].Br[CH2:26][C:27]([O:29]CC)=[O:28].[OH-].[Na+].Cl>O.CN(C=O)C>[Cl:1][C:2]1[C:3]([O:18][CH2:26][C:27]([OH:29])=[O:28])=[CH:4][C:5]2[C:6](=[O:17])[C:7]3[C:12]([O:13][C:14]=2[CH:15]=1)=[CH:11][CH:10]=[CH:9][C:8]=3[F:16] |f:1.2.3,5.6|. Procedure details: A mixture of 2.6 g of 3-chloro-8-fluoro-2-hydroxy-9-oxo-9H-xanthene, 3.4 g of potassium carbonate, 4.2 g of ethyl bromoacetate and 60 ml of DMF was stirred at 60°-65° C. for 5 hours. After cooling the mixture, 4 g of sodium hydroxide and 100 ml of water were added and the resulting mixture was stirred at 90°-100° C. for 30 minutes. After cooling, the mixture was rendered acidic with hydrochloric acid and the solid crystal was recovered by filtration, washed with water and dried. Recrystallizatio... Reactants: F[C@@H]1C([C@@H]2[C@H]([C@@H]2C1)C(=O)OCC)=O ((1S,3S,5R,6S)-ethyl 3-fluoro-2-oxobicyclo[3.1.0]hexane-6-carboxylate), C[Si](C)(C)C#N (trimethylsilyl cyanide), N.CO (ammonia methanol), C(CC(O)(C(=O)O)CC(=O)[O-])(=O)[O-].[Na+].[Na+] (disodium citrate). Reagents/catalysts: CC(C)[O-].CC(C)[O-].CC(C)[O-].CC(C)[O-].[Ti+4] (tetraisopropyl orthotitanate). Reaction conditions: time 3.5 hour. Product: N[C@@]1([C@@H]2[C@H]([C@@H]2C[C@@H]1F)C(=O)OCC)C#N ((1S,2S,3S,5R,6S)-Ethyl 2-amino-2-cyano-3-fluorobicyclo[3.1.0]hexane-6-carboxylate). Reaction SMILES: [F:1][C@H:2]1[CH2:7][C@@H:6]2[C@@H:4]([C@H:5]2[C:8]([O:10][CH2:11][CH3:12])=[O:9])[C:3]1=O.C[Si]([C:18]#[N:19])(C)C.C([O-])(=O)CC(CC([O-])=O)(C(O)=O)O.[Na+].[Na+].[NH3:35].CO>CC([O-])C.CC([O-])C.CC([O-])C.CC([O-])C.[Ti+4]>[NH2:35][C@@:3]1([C:18]#[N:19])[C@@H:2]([F:1])[CH2:7][C@@H:6]2[C@H:4]1[C@H:5]2[C:8]([O:10][CH2:11][CH3:12])=[O:9] |f:2.3.4,5.6,7.8.9.10.11|. Reported procedure: To a solution of (1S,3S,5R,6S)-ethyl 3-fluoro-2-oxobicyclo[3.1.0]hexane-6-carboxylate (WO 2000/37410 pamphlet, 37.17 g) in 8 mol/L ammonia-methanol (250 mL), tetraisopropyl orthotitanate (68.09 g) and trimethylsilyl cyanide (23.03 g) were added dropwise sequentially while cooling on ice. The mixture was stirred on ice for 3.5 hours and then a 12.4% aqueous disodium citrate solution (848 g) was added dropwise to the reaction solution. The mixture was extracted twice with toluene (743 ml) and then... Reactants: Cc1ccccc1, CN(C)C=O, NC1CC1, CC(C)c1nc(C(=O)O)co1, ClCCl, O, O=S(Cl)Cl. Yields the product CC(C)c1nc(C(=O)NC2CC2)co1. As a reaction SMILES: [CH3:21][c:22]1[cH:23][cH:24][cH:25][cH:26][cH:27]1.[CH3:28][N:29]([CH3:30])[CH:31]=[O:32].[CH:16]1([NH2:19])[CH2:17][CH2:18]1.[CH:5]([CH3:6])([CH3:7])[c:8]1[o:9][cH:10][c:11]([C:13](=[O:14])[OH:15])[n:12]1.[Cl:33][CH2:34][Cl:35].[OH2:20].[S:1]([Cl:2])([Cl:3])=[O:4]>>[CH:5]([CH3:6])([CH3:7])[c:8]1[o:9][cH:10][c:11]([C:13](=[O:15])[NH:19][CH:16]2[CH2:17][CH2:18]2)[n:12]1.